Dataset: the Open Reaction Database (ORD), a public repository of structured organic reaction records. Task: describe an organic reaction: reactants, conditions, products, and yield Starting materials: [BH4-], CC1(CC2Cc3c(cccc3-c3ccc(C(C)(C)C)cc3)C2=O)CCCC1, Cc1ccccc1, CO, [Na+], O=S(=O)(O)O. Product: CC1(CC2=Cc3cccc(-c4ccc(C(C)(C)C)cc4)c3C2)CCCC1. RXN SMILES: [BH4-:28].[C:1]([CH3:2])([CH3:3])([CH3:4])[c:5]1[cH:6][cH:7][c:8](-[c:11]2[c:12]3[c:16]([cH:17][cH:18][cH:19]2)[C:15](=[O:20])[CH:14]([CH2:21][C:22]2([CH3:27])[CH2:23][CH2:24][CH2:25][CH2:26]2)[CH2:13]3)[cH:9][cH:10]1.[CH3:30][c:31]1[cH:32][cH:33][cH:34][cH:35][cH:36]1.[CH3:42][OH:43].[Na+:29].[S:37](=[O:38])(=[O:39])([OH:40])[OH:41]>>[C:1]([CH3:2])([CH3:3])([CH3:4])[c:5]1[cH:6][cH:7][c:8](-[c:11]2[c:12]3[c:16]([cH:17][cH:18][cH:19]2)[CH:15]=[C:14]([CH2:21][C:22]2([CH3:27])[CH2:23][CH2:24][CH2:25][CH2:26]2)[CH2:13]3)[cH:9][cH:10]1.